Dataset: the Open Reaction Database (ORD), a public repository of structured organic reaction records. Task: describe an organic reaction: reactants, conditions, products, and yield Starting materials: ClC1=C(C(=O)O)C=CC=C1Cl (2,3-dichlorobenzoic acid), FC1(CCC(CC1)(C=1C=NC(=CC1)C1CC1)CN)F (C-[4,4-difluoro-1-(6-cyclopropyl-pyridin-3-yl)-cyclohexyl]-methylamine). Product: ClC1=C(C(=O)NCC2(CCC(CC2)(F)F)C=2C=NC(=CC2)C2CC2)C=CC=C1Cl (2,3-Dichloro-N-[1-(6-cyclopropyl-pyridin-3-yl)-4,4-difluoro-cyclohexylmethyl]-benzamide). RXN SMILES: [Cl:1][C:2]1[C:10]([Cl:11])=[CH:9][CH:8]=[CH:7][C:3]=1[C:4]([OH:6])=O.[F:12][C:13]1([F:30])[CH2:18][CH2:17][C:16]([CH2:28][NH2:29])([C:19]2[CH:20]=[N:21][C:22]([CH:25]3[CH2:27][CH2:26]3)=[CH:23][CH:24]=2)[CH2:15][CH2:14]1>>[Cl:1][C:2]1[C:10]([Cl:11])=[CH:9][CH:8]=[CH:7][C:3]=1[C:4]([NH:29][CH2:28][C:16]1([C:19]2[CH:20]=[N:21][C:22]([CH:25]3[CH2:26][CH2:27]3)=[CH:23][CH:24]=2)[CH2:17][CH2:18][C:13]([F:12])([F:30])[CH2:14][CH2:15]1)=[O:6]. Procedure: From 2,3-dichlorobenzoic acid and C-[4,4-difluoro-1-(6-cyclopropyl-pyridin-3-yl)-cyclohexyl]-methylamine. LCMS (MH+): m/z=439.0, tR (minutes, Method E)=0.55